From a dataset of the Open Reaction Database (ORD), a public repository of structured organic reaction records. describe an organic reaction: reactants, conditions, products, and yield The reactants are [OH-].[Na+] (NaOH), C1=C(C=CC2=CC=CC=C12)CNCC1C2CN(CC12)C1=NC=C(C=N1)C(=O)OCC (Ethyl 2-(6-{[(naphthalen-2-ylmethyl)amino]methyl}-3-aza-bicyclo[3.1.0]hex-3-yl)-pyrimidine-5-carboxylate), Cl (HCl). Run in C1CCOC1 (THF). The product is C1=C(C=CC2=CC=CC=C12)CNCC1C2CN(CC12)C1=NC=C(C=N1)C(=O)O (2-(6-{[(Naphthalen-2-ylmethyl)amino]methyl}-3-azabicyclo[3.1.0]hex-3-yl)pyrimidine-5-carboxylic acid). Yield: 25.3%. Reaction SMILES: [CH:1]1[C:10]2[C:5](=[CH:6][CH:7]=[CH:8][CH:9]=2)[CH:4]=[CH:3][C:2]=1[CH2:11][NH:12][CH2:13][CH:14]1[CH:19]2[CH:15]1[CH2:16][N:17]([C:20]1[N:25]=[CH:24][C:23]([C:26]([O:28]CC)=[O:27])=[CH:22][N:21]=1)[CH2:18]2.[OH-].[Na+].Cl>C1COCC1>[CH:1]1[C:10]2[C:5](=[CH:6][CH:7]=[CH:8][CH:9]=2)[CH:4]=[CH:3][C:2]=1[CH2:11][NH:12][CH2:13][CH:14]1[CH:15]2[CH:19]1[CH2:18][N:17]([C:20]1[N:25]=[CH:24][C:23]([C:26]([OH:28])=[O:27])=[CH:22][N:21]=1)[CH2:16]2 |f:1.2|. Procedure: Ethyl 2-(6-{[(naphthalen-2-ylmethyl)amino]methyl}-3-aza-bicyclo[3.1.0]hex-3-yl)-pyrimidine-5-carboxylate (0.76 mmol) was stirred in THF (6 ml) and 1M NaOH (6 ml) at r.t. for 16 h. The reaction was then acidified to pH˜3 with 2M HCl, causing a solid to precipitate. This was collected and dried to give the title compound as a white solid (72 mg, 25% over two steps) which was used in the next step without further purification. LCMS purity 96%, m/z 375 [M+H]+. Reactants: CC1=C(C(=CC=C1)C)NCC(=O)NNC(=S)NC (1[alpha-(2,6-dimethylphenylamino)acetyl]-4-methylthiosemicarbazide), [OH-].[Na+] (sodium hydroxide), O (Water). Run in C(C)O (ethanol). Reaction conditions: time 8 hour. Yields the product CC1=C(C(=CC=C1)C)NCC1=NN=C(N1C)S (3-(2,6-dimethylphenylaminomethyl)-4-methyl-5-mercapto-1,2,4-triazole). Yield: 88.5%. Reaction SMILES: [CH3:1][C:2]1[CH:7]=[CH:6][CH:5]=[C:4]([CH3:8])[C:3]=1[NH:9][CH2:10][C:11]([NH:13][NH:14][C:15]([NH:17][CH3:18])=[S:16])=O.[OH-].[Na+].O>C(O)C>[CH3:1][C:2]1[CH:7]=[CH:6][CH:5]=[C:4]([CH3:8])[C:3]=1[NH:9][CH2:10][C:11]1[N:17]([CH3:18])[C:15]([SH:16])=[N:14][N:13]=1 |f:1.2|. Procedure: To a stirred hot solution of 52.8 g (0.198 mol) 1[alpha-(2,6-dimethylphenylamino)acetyl]-4-methylthiosemicarbazide in 560 ml ethanol was added quickly 8 g (0.198 mol) sodium hydroxide. The reaction mixture was heated under reflux for 2 hours and allowed to stand overnight. The ethanol was then evaporated under reduced pressure to give a solid residue. Water (500 ml) was added to the solid residue and the resulting aqueous mixture was filtered to remove a small amount of a solid. The filtrate was...